Dataset: the Open Reaction Database (ORD), a public repository of structured organic reaction records. Task: describe an organic reaction: reactants, conditions, products, and yield Reactants: FC=1C=C(C=C(C1)F)C1=C(N(C2=CC=C(C=C2C1=O)F)C)CC (3-(3,5-Difluorophenyl)-2-ethyl-6-fluoro-1-methylquinolin-4(1H)-one), C([O-])(O)=O.[Na+] (sodium bicarbonate), BrN1C(=O)N(C(=O)C1(C)C)Br (1,3-dibromo-5,5-dimethylhydantoin), C(C1=CC=CC=C1)(=O)OOC(C1=CC=CC=C1)=O (benzoyl peroxide). Solvent: C(Cl)(Cl)(Cl)Cl (carbon tetrachloride). Product: BrC(C)C=1N(C2=CC=C(C=C2C(C1C1=CC(=CC(=C1)F)F)=O)F)C (2-(1-bromoethyl)-3-(3,5-difluorophenyl)-6-fluoro-1-methylquinolin-4(1H)-one). Reaction SMILES: [F:1][C:2]1[CH:3]=[C:4]([C:9]2[C:18](=[O:19])[C:17]3[C:12](=[CH:13][CH:14]=[C:15]([F:20])[CH:16]=3)[N:11]([CH3:21])[C:10]=2[CH2:22][CH3:23])[CH:5]=[C:6]([F:8])[CH:7]=1.[Br:24]N1C(C)(C)C(=O)N(Br)C1=O.C(OOC(=O)C1C=CC=CC=1)(=O)C1C=CC=CC=1.C(=O)(O)[O-].[Na+]>C(Cl)(Cl)(Cl)Cl>[Br:24][CH:22]([C:10]1[N:11]([CH3:21])[C:12]2[C:17]([C:18](=[O:19])[C:9]=1[C:4]1[CH:5]=[C:6]([F:8])[CH:7]=[C:2]([F:1])[CH:3]=1)=[CH:16][C:15]([F:20])=[CH:14][CH:13]=2)[CH3:23] |f:3.4|. Reported procedure: 3-(3,5-Difluorophenyl)-2-ethyl-6-fluoro-1-methylquinolin-4(1H)-one (120 mg, 0.38 mmol) and 1,3-dibromo-5,5-dimethylhydantoin (76 mg, 0.7 eq) were suspended in carbon tetrachloride (5 mL). To the mixture was added benzoyl peroxide (9.2 mg, 0.1 eq) and the mixture was heated at reflux for 3 h. After cooling to rt, satd. aq sodium bicarbonate solution (5 mL) was added. The layers were separated and the aq layer was extracted with DCM (3 mL×2). The combined organic layers were washed with brine, dri... Reactants: BrCC(=O)OCC (Ethyl bromoacetate), [H-].[Na+] (NaH), oil, C(CCC)C=1N(C(=CN1)C(C1=C(C=C(C=C1)OC)O)=O)OCOC(C)[Si](C)(C)C (2-n-butyl-5-(2-Hydroxy-4-methoxybenzoyl)-1-trimethylsilylethyloxymethoxy-1H-imidazole-). The solvent is CN(C)C=O (DMF). Run at time 10 minute. Yields the product C(CCC)C=1N(C(=CN1)C(C1=C(C=C(C=C1)OC)OCC(=O)OCC)=O)OCOC(C)[Si](C)(C)C (2-n-Butyl-5-(2-ethoxycarbonylmethoxy-4-methoxybenzoyl)-1-trimethylsilylethyloxymethoxy-1H-imidazole). The yield is 93750.5%. RXN SMILES: [H-].[Na+].[CH2:3]([C:7]1[N:8]([O:23][CH2:24][O:25][CH:26]([Si:28]([CH3:31])([CH3:30])[CH3:29])[CH3:27])[C:9]([C:12](=[O:22])[C:13]2[CH:18]=[CH:17][C:16]([O:19][CH3:20])=[CH:15][C:14]=2[OH:21])=[CH:10][N:11]=1)[CH2:4][CH2:5][CH3:6].Br[CH2:33][C:34]([O:36][CH2:37][CH3:38])=[O:35]>CN(C=O)C>[CH2:3]([C:7]1[N:8]([O:23][CH2:24][O:25][CH:26]([Si:28]([CH3:30])([CH3:29])[CH3:31])[CH3:27])[C:9]([C:12](=[O:22])[C:13]2[CH:18]=[CH:17][C:16]([O:19][CH3:20])=[CH:15][C:14]=2[O:21][CH2:33][C:34]([O:36][CH2:37][CH3:38])=[O:35])=[CH:10][N:11]=1)[CH2:4][CH2:5][CH3:6] |f:0.1|. Procedure details: To a mixture of NaH (80% oil dispersion, 33 mg, 1.1 mmol, previously washed with hexanes), in DMF (4 ml) was added dropwise a solution of 2-n-butyl-5-(2-Hydroxy-4-methoxybenzoyl)-1-trimethylsilylethyloxymethoxy-1H-imidazole-(404 mg, 1.00 mmol) in DMF (3 ml) at 0° under argon. The cooling bath was removed and the mixture stirred for 10 min. at ambient temperature. Ethyl bromoacetate (125 μl, 1.10 mmol) was added neat and the reaction stirred for 2 h. The mixture was partitioned between water and ... Reactants: C([O-])(O)=O.[Na+].[Cl-].[Na+].O (sodium bicarbonate brine), BrC=1C=C(C=CC1)NC1=NC=NC2=CC=C(C=C12)N (N-(3-bromophenyl)-4,6-quinazolindiamine), C(C)(C)N(C)C(C)C (diisopropyl methylamine), COC/C=C/C(=O)Cl (4-methoxycrotonyl chloride). Run in O1CCCC1 (tetrahydrofuran). Conditions: temperature 0 celsius, time 10 minute. Product: BrC=1C=C(C=CC1)NC1=NC=NC2=CC=C(C=C12)NC(C=CCOC)=O (4-Methoxy-but-2-enoic acid [4-(3-bromo-phenylamino)-quinazolin-6-yl]-amide). Yield: 95.3%. As a reaction SMILES: [Br:1][C:2]1[CH:3]=[C:4]([NH:8][C:9]2[C:18]3[C:13](=[CH:14][CH:15]=[C:16]([NH2:19])[CH:17]=3)[N:12]=[CH:11][N:10]=2)[CH:5]=[CH:6][CH:7]=1.C(N(C(C)C)C)(C)C.[CH3:28][O:29][CH2:30]/[CH:31]=[CH:32]/[C:33](Cl)=[O:34].C(=O)(O)[O-].[Na+].[Cl-].[Na+].O>O1CCCC1>[Br:1][C:2]1[CH:3]=[C:4]([NH:8][C:9]2[C:18]3[C:13](=[CH:14][CH:15]=[C:16]([NH:19][C:33](=[O:34])[CH:32]=[CH:31][CH2:30][O:29][CH3:28])[CH:17]=3)[N:12]=[CH:11][N:10]=2)[CH:5]=[CH:6][CH:7]=1 |f:3.4.5.6.7|. Procedure details: To a stirred solution of 1.0 g of N-(3-bromophenyl)-4,6-quinazolindiamine and 0.62 g of diisopropyl methylamine in 21 mL of tetrahydrofuran at 0° C. was added 0.62 g of 4-methoxycrotonyl chloride. The mixture was stirred at 0° C. for 1.5 hr and 10 min at room temperature. The mixture was poured into saturated sodium bicarbonate-brine and extracted with ethyl acetate. The organic solution was dried over magnesium sulfate. The solution was filtered through silica gel and the solvent was removed. T... Reactants: CN, CCC1C(=O)N(C)c2cnc(-n3cnc(C(=O)O)c3)nc2N1C1CCCC1, Cl. The product is CCC1C(=O)N(C)c2cnc(-n3cnc(C(=O)NC)c3)nc2N1C1CCCC1. As a reaction SMILES: [CH3:29][NH2:30].[CH:1]1([N:6]2[CH:7]([CH2:26][CH3:27])[C:8](=[O:25])[N:9]([CH3:24])[c:10]3[cH:11][n:12][c:13](-[n:16]4[cH:17][n:18][c:19]([C:21](=[O:22])[OH:23])[cH:20]4)[n:14][c:15]32)[CH2:2][CH2:3][CH2:4][CH2:5]1.[ClH:28]>>[CH:1]1([N:6]2[CH:7]([CH2:26][CH3:27])[C:8](=[O:25])[N:9]([CH3:24])[c:10]3[cH:11][n:12][c:13](-[n:16]4[cH:17][n:18][c:19]([C:21](=[O:23])[NH:30][CH3:29])[cH:20]4)[n:14][c:15]32)[CH2:2][CH2:3][CH2:4][CH2:5]1.